The task is: describe an organic reaction: reactants, conditions, products, and yield. This data is from the Open Reaction Database (ORD), a public repository of structured organic reaction records. Starting materials: Cl.FC=1C=C(C=CC1)NC(NC1=CC=2C(C3=C(NC(C=4N3C=CN4)=O)C2C=C1)=CC(=O)O)=O (8-[3-(3-fluorophenyl)ureido]-10-(carboxymethylene)-5H,10H-imidazo[1,2-a]indeno-[1,2-e]pyrazin-4-one hydrochloride), [OH-].[Na+] (sodium hydroxide). Solvent: O (water). The product is Cl.FC=1C=C(C=CC1)NC(NC1=CC=2C(C3=C(NC(C=4N3C=CN4)=O)C2C=C1)CC(=O)O)=O (8-[3-(3-fluorophenyl)ureido]-10-(carboxymethyl)-5H,10H-imidazo[1,2-a)indeno[1,2-e]pyrazin-4-one hydrochloride). Isolated yield 46.5%. As a reaction SMILES: [ClH:1].[F:2][C:3]1[CH:4]=[C:5]([NH:9][C:10](=[O:33])[NH:11][C:12]2[CH:28]=[CH:27][C:26]3[C:17]4[NH:18][C:19](=[O:25])[C:20]5[N:21]([CH:22]=[CH:23][N:24]=5)[C:16]=4[C:15](=[CH:29][C:30]([OH:32])=[O:31])[C:14]=3[CH:13]=2)[CH:6]=[CH:7][CH:8]=1.[OH-].[Na+]>O>[ClH:1].[F:2][C:3]1[CH:4]=[C:5]([NH:9][C:10](=[O:33])[NH:11][C:12]2[CH:28]=[CH:27][C:26]3[C:17]4[NH:18][C:19](=[O:25])[C:20]5[N:21]([CH:22]=[CH:23][N:24]=5)[C:16]=4[CH:15]([CH2:29][C:30]([OH:32])=[O:31])[C:14]=3[CH:13]=2)[CH:6]=[CH:7][CH:8]=1 |f:0.1,2.3,5.6|. Procedure details: The process is performed as in Example 62 but starting with 0.3 g of 8-[3-(3-fluorophenyl)ureido]-10-(carboxymethylene)-5H,10H-imidazo[1,2-a]indeno-[1,2-e]pyrazin-4-one hydrochloride, 15 ml of water and 1 ml of 1N sodium hydroxide. After removal of the catalyst, the filtrate is acidified with 2 ml of 1N hydrochloric acid and the precipitate formed is filtered off, washed with distilled water and dried under vacuum (1 mnHg; 0.13 kPa). 0.14 g of 8-[3-(3-fluorophenyl)ureido]-10-(carboxymethyl)-5H,1...